This data is from the Open Reaction Database (ORD), a public repository of structured organic reaction records. The task is: describe an organic reaction: reactants, conditions, products, and yield The reactants are FC(C(=O)O)(F)F.NCCCN1C=C(C2=CC(=CC=C12)F)N1C(NN=C1C1=CN(C2=CC(=CC=C12)OCC1=CC=CC=C1)C)=O (4-[1-(3-Aminopropyl)-5-fluoro-indol-3-yl]-5-(6-benzyloxy-1-methyl-indol-3-yl)-2,4-dihydro-[1,2,4]triazol-3-one trifluoroacetate). Reagents/catalysts: [Pd] (palladium). The solvent is CO (methanol). Yields the product FC(C(=O)O)(F)F.NCCCN1C=C(C2=CC(=CC=C12)F)N1C(NN=C1C1=CN(C2=CC(=CC=C12)O)C)=O (4-[1-(3-Aminopropyl)-5-fluoro-indol-3-yl]-5-(6-hydroxy-1-methyl-indol-3-yl)-2,4-dihydro-[1,2,4]triazol-3-one trifluoroacetate). Yield: 69.5%. Reaction SMILES: [F:1][C:2]([F:7])([F:6])[C:3]([OH:5])=[O:4].[NH2:8][CH2:9][CH2:10][CH2:11][N:12]1[C:20]2[C:15](=[CH:16][C:17]([F:21])=[CH:18][CH:19]=2)[C:14]([N:22]2[C:26]([C:27]3[C:35]4[C:30](=[CH:31][C:32]([O:36]CC5C=CC=CC=5)=[CH:33][CH:34]=4)[N:29]([CH3:44])[CH:28]=3)=[N:25][NH:24][C:23]2=[O:45])=[CH:13]1>CO.[Pd]>[F:1][C:2]([F:7])([F:6])[C:3]([OH:5])=[O:4].[NH2:8][CH2:9][CH2:10][CH2:11][N:12]1[C:20]2[C:15](=[CH:16][C:17]([F:21])=[CH:18][CH:19]=2)[C:14]([N:22]2[C:26]([C:27]3[C:35]4[C:30](=[CH:31][C:32]([OH:36])=[CH:33][CH:34]=4)[N:29]([CH3:44])[CH:28]=3)=[N:25][NH:24][C:23]2=[O:45])=[CH:13]1 |f:0.1,4.5|. Procedure details: The compound obtained in Example 63 (176 mg, 0.28 mmol) was dissolved in methanol (100 mL) and palladium (10 wt. % on activated charcoal, 200 mg) was added. The mixture was hydrogenated at ambient temperature at 60 psi over night, filtered through Celite® and concentrated in vacuo. The residue was purified by HPLC and lyophilized to give the title compound (104 mg, 69%). The reactants are O=C(n1ccnc1)n1ccnc1, COc1c(C(=O)O)sc(C)c1C, Nc1nnn[nH]1, C1CCOC1. Product: COc1c(C(=O)Nc2nnn[nH]2)sc(C)c1C. Reaction SMILES: [C:1]([n:2]1[cH:3][cH:4][n:5][cH:6]1)([n:7]1[cH:8][cH:9][n:10][cH:11]1)=[O:12].[CH3:13][O:14][c:15]1[c:16]([C:22](=[O:23])[OH:24])[s:17][c:18]([CH3:21])[c:19]1[CH3:20].[NH2:25][c:26]1[n:27][n:28][n:29][nH:30]1.[O:31]1[CH2:32][CH2:33][CH2:34][CH2:35]1>>[CH3:13][O:14][c:15]1[c:16]([C:22](=[O:24])[NH:25][c:26]2[n:27][n:28][n:29][nH:30]2)[s:17][c:18]([CH3:21])[c:19]1[CH3:20]. Reactants: C(C)(=O)N1C(C(NC(C1)=O)=CC1=CC=CC=C1)=O (1-Acetyl-3-benzylidene piperazine-2,5-dione), BrCC(=O)OC(C)(C)C (t-butyl bromoacetate). The reagents and catalysts are [Ag]=O (silver oxide). The solvent is CN(C)C=O (DMF). Conditions: temperature 45 celsius. Product: C(C)(=O)N1C(C(NC(C1)=O)=CC1=CC=CC=C1)=O.CCCCOC(=O)C (1-Acetyl-3-benzylidene piperazine-2,5-dione N-butyl acetate). Isolated yield 114.6%. RXN SMILES: [C:1]([N:4]1[CH2:9][C:8](=[O:10])[NH:7][C:6](=[CH:11][C:12]2[CH:17]=[CH:16][CH:15]=[CH:14][CH:13]=2)[C:5]1=[O:18])(=[O:3])[CH3:2].Br[CH2:20][C:21]([O:23][C:24]([CH3:27])(C)C)=[O:22]>CN(C=O)C.[Ag]=O>[C:1]([N:4]1[CH2:9][C:8](=[O:10])[NH:7][C:6](=[CH:11][C:12]2[CH:17]=[CH:16][CH:15]=[CH:14][CH:13]=2)[C:5]1=[O:18])(=[O:3])[CH3:2].[CH3:1][CH2:2][CH2:27][CH2:24][O:23][C:21]([CH3:20])=[O:22] |f:4.5|. Procedure details: To a solution containing 6.36. g (26.00 mmol) of 1-Acetyl-3-benzylidene piperazine-2,5-dione described by D. Villemn, et al. (Synthetic Communications, 20:3325 (1990)), in 100 mL of DMF under nitrogen atmosphere was added 9.62 mL (65.10 mmol) of t-butyl bromoacetate and 7.55 g (32.60 mmol) of silver oxide. The reaction was heated to 45° C. overnight. The reaction was filtered through a plug of celite and the filtrate concentration under reduced pressure. The residue was diluted with ethyl acetat... The reactants are CCCCCC (Hexane), CC=1NC2=CC=C(C=C2C1)[N+](=O)[O-] (2-methyl-5-nitro-1H-indole), C(C1=CC=CC=C1)Br (benzyl bromide). The solvent is O (water). Reaction conditions: time 0.33 hour. The product is CC=1N(C2=CC=C(C=C2C1)[N+](=O)[O-])CC1=CC=CC=C1 (2-methyl-5-nitro-1-(phenylmethyl)-1H-indole). Yield: 75.1%. Reaction SMILES: CCCCCC.[CH3:7][C:8]1[NH:9][C:10]2[C:15]([CH:16]=1)=[CH:14][C:13]([N+:17]([O-:19])=[O:18])=[CH:12][CH:11]=2.[CH2:20](Br)[C:21]1[CH:26]=[CH:25][CH:24]=[CH:23][CH:22]=1>O>[CH3:7][C:8]1[N:9]([CH2:20][C:21]2[CH:26]=[CH:25][CH:24]=[CH:23][CH:22]=2)[C:10]2[C:15]([CH:16]=1)=[CH:14][C:13]([N+:17]([O-:19])=[O:18])=[CH:12][CH:11]=2. Procedure: Hexane was used to wash 80 mg 2.0 mmol) of 60% NaH/mineral oil and 6 mL of DMF was added followed by 352 mg (2.0 mmol) of 2-methyl-5-nitro-1H-indole. After 0.33 hours, 0.24 mL (2.0 mol) of benzyl bromide was added, stirred 0.5 hours and diluted with water. The mixture was extracted with EtOAc, the EtOAc washed with a saturated NaCl solution, dried (MgSO4) and on concentrating at reduced pressure, crystals formed. These were washed with MeOH to give 400 mg (75% yield) of 2-methyl-5-nitro-1-(pheny... The reactants are O1C=CC=2C(=NC=CC21)N2CCN(CC2)CCN2C(N(C1=C2C=CC=C1)C(=C)C1=CC=CC=C1)=O (1-[2-(4-Furo[3,2-c]pyridin-4-yl-1-piperazinyl)ethyl]-3-(1-phenylvinyl)-1,3-dihydro-2H-benzimidazol-2-one), Cl (hydrochloric acid). Solvent: O (water). Reaction conditions: temperature 65 celsius. Yields the product O1C=CC=2C(=NC=CC21)N2CCN(CC2)CCN2C(NC1=C2C=CC=C1)=O (1-[2-(4-Furo[3,2-c]pyridin-4-yl-1-piperazinyl)ethyl]-1,3-dihydro-2H-benzimidazol-2-one). As a reaction SMILES: [O:1]1[C:9]2[CH:8]=[CH:7][N:6]=[C:5]([N:10]3[CH2:15][CH2:14][N:13]([CH2:16][CH2:17][N:18]4[C:22]5[CH:23]=[CH:24][CH:25]=[CH:26][C:21]=5[N:20](C(C5C=CC=CC=5)=C)[C:19]4=[O:35])[CH2:12][CH2:11]3)[C:4]=2[CH:3]=[CH:2]1.Cl>O>[O:1]1[C:9]2[CH:8]=[CH:7][N:6]=[C:5]([N:10]3[CH2:11][CH2:12][N:13]([CH2:16][CH2:17][N:18]4[C:22]5[CH:23]=[CH:24][CH:25]=[CH:26][C:21]=5[NH:20][C:19]4=[O:35])[CH2:14][CH2:15]3)[C:4]=2[CH:3]=[CH:2]1. Reported procedure: A mixture formed from 1.7 g of the product obtained in Step A of this Example, 5 ml of concentrated hydrochloric acid and 20 ml of water is heated at 65° C. for 30 minutes. After cooling, the reaction mixture is washed with ether, rendered basic to pH 9-10 by the addition of potassium carbonate and then extracted with ether. The expected product is obtained by drying and purification by chromatography on silica gel.